Dataset: the Open Reaction Database (ORD), a public repository of structured organic reaction records. Task: describe an organic reaction: reactants, conditions, products, and yield Reactants: OC1=CC=C(C=C1)C1=C2C=CC=CC2=CC2=C1C1=C(S2)C=C(C=C1)O (11-(4-Hydroxy-phenyl)-benzo[b]naphtho[2,3-d]thiophen-3-ol), CN(C=O)C (N,N-dimethylformamide), BrCC(=O)OC (methyl bromoacetate), C([O-])([O-])=O.[K+].[K+] (potassium carbonate). Solvent: O (water). Run at time 2.5 hour. The product is COC(COC=1C=CC2=C(SC3=C2C(=C2C=CC=CC2=C3)C3=CC=C(C=C3)O)C1)=O ([11-(4-Hydroxy-phenyl)-benzo[b]naphtho[2.3-d]thiophen-3-yloxy]-acetic acid methyl ester). Isolated yield 58.1%. RXN SMILES: [OH:1][C:2]1[CH:7]=[CH:6][C:5]([C:8]2[C:17]3[C:18]4[CH:24]=[CH:23][C:22]([OH:25])=[CH:21][C:19]=4[S:20][C:16]=3[CH:15]=[C:14]3[C:9]=2[CH:10]=[CH:11][CH:12]=[CH:13]3)=[CH:4][CH:3]=1.Br[CH2:27][C:28]([O:30][CH3:31])=[O:29].C(=O)([O-])[O-].[K+].[K+].CN(C)C=O>O>[CH3:31][O:30][C:28](=[O:29])[CH2:27][O:25][C:22]1[CH:23]=[CH:24][C:18]2[C:17]3[C:8]([C:5]4[CH:6]=[CH:7][C:2]([OH:1])=[CH:3][CH:4]=4)=[C:9]4[C:14](=[CH:15][C:16]=3[S:20][C:19]=2[CH:21]=1)[CH:13]=[CH:12][CH:11]=[CH:10]4 |f:2.3.4|. Procedure: 11-(4-Hydroxy-phenyl)-benzo[b]naphtho[2,3-d]thiophen-3-ol (1.36 g, 3.96 mmol), methyl bromoacetate (0.38 mL, 4.01 mmol), potassium carbonate (0.548 g, 3.97 mmol) and N,N-dimethylformamide (21 mL) were combined and stirred at ambient temperatures for 2.5 h. The reaction mixture was added to water and extracted with ethyl acetate and THF. Silica gel was added to the organic phase and the solvent was removed. The adsorbate was flash chromatographed (eluent:gradient dichloromethane to 98:2 dichlorom... Reported procedure: 4-Fluoro-3-nitrobenzyl alcohol (3.17 g, 18.5 mmol) was suspended in EtOH, and a slurry of palladium on carbon (10 wt %, 317 mg) in EtOH was added. The flask was sealed with a septum, evacuated, and a H2 filled balloon was introduced via syringe and the reaction was stirred at RT overnight. The reaction mixture was then filtered through a pad of Celite, washed with EtOH and the filtrates concentrated in vacuo to afford a oil which upon scratching crystallised to give the title compound (2.56 g, 9... Yields the product NC=1C=C(C=CC1F)CO ((3-Amino-4-fluoro-phenyl)-methanol). Reaction conditions: time 8 hour. Reaction SMILES: [F:1][C:2]1[CH:9]=[CH:8][C:5]([CH2:6][OH:7])=[CH:4][C:3]=1[N+:10]([O-])=O>CCO.[Pd]>[NH2:10][C:3]1[CH:4]=[C:5]([CH2:6][OH:7])[CH:8]=[CH:9][C:2]=1[F:1]. Isolated yield 98.0%. Reactants: FC1=C(C=C(CO)C=C1)[N+](=O)[O-] (4-Fluoro-3-nitrobenzyl alcohol). The solvent is CCO (EtOH), CCO (EtOH). The reagents and catalysts are [Pd] (palladium on carbon). Product: C(#N)C1=CC=C(C=C1)CCC=1N=C(SC1)NC(C)=O (N-{4-[2-(4-cyanophenyl)ethyl]-1,3-thiazol-2-yl}acetamide). As a reaction SMILES: [C:1]([C:3]1[CH:8]=[CH:7][C:6](/[CH:9]=[CH:10]\[C:11]2[N:12]=[C:13]([NH:16][C:17](=[O:19])[CH3:18])[S:14][CH:15]=2)=[CH:5][CH:4]=1)#[N:2].C(C1C=CC(/C=C/C2N=C(NC(=O)C)SC=2)=CC=1)#N.CO.[H][H]>[Pd].C(O)(=O)C.O1CCCC1>[C:1]([C:3]1[CH:8]=[CH:7][C:6]([CH2:9][CH2:10][C:11]2[N:12]=[C:13]([NH:16][C:17](=[O:19])[CH3:18])[S:14][CH:15]=2)=[CH:5][CH:4]=1)#[N:2]. Reported procedure: A mixture of N-{4-[(Z)-2-(4-cyanophenyl)ethenyl]-1,3-thiazol-2-yl}acetamide and N-{4-[(E)-2-(4-cyanophenyl)ethenyl]-1,3-thiazol-2-yl}acetamide (Z:E=3:1) (1.5 g), 10% palladium on carbon (323 mg), methanol (20 ml), tetrahydrofuran (10 ml) and acetic acid (5 ml) were combined. The reaction mixture was stirred under 4 atm hydrogen at ambient temperature for 9 hours, and filtered through a celite pad. The filtrate was concentrated in vacuo. The residue was purified by flash column chromatography ove... The solvent is C(C)(=O)O (acetic acid), O1CCCC1 (tetrahydrofuran). The reagents and catalysts are [Pd] (palladium on carbon). Starting materials: [H][H] (hydrogen), C(#N)C1=CC=C(C=C1)\C=C/C=1N=C(SC1)NC(C)=O (N-{4-[(Z)-2-(4-cyanophenyl)ethenyl]-1,3-thiazol-2-yl}acetamide), C(#N)C1=CC=C(C=C1)/C=C/C=1N=C(SC1)NC(C)=O (N-{4-[(E)-2-(4-cyanophenyl)ethenyl]-1,3-thiazol-2-yl}acetamide), CO (methanol). The reactants are CC(C#CCO)(C)C (4,4-dimethyl-pent-2-yn-1-ol). The reagents and catalysts are [Pd] (palladium on carbon). Run in C(C)O (ethanol). Run at time 16 hour. The product is CC(CCCO)(C)C (4,4-dimethyl-pentan-1-ol), CC(CCC=O)(C)C (4,4-dimethyl-pentan-1-al). RXN SMILES: [CH3:1][C:2]([CH3:8])([CH3:7])[C:3]#[C:4][CH2:5][OH:6]>C(O)C.[Pd]>[CH3:1][C:2]([CH3:8])([CH3:7])[CH2:3][CH2:4][CH2:5][OH:6].[CH3:1][C:2]([CH3:8])([CH3:7])[CH2:3][CH2:4][CH:5]=[O:6]. Reported procedure: To a stirred solution of 4,4-dimethyl-pent-2-yn-1-ol (3.1 g, 27.6 mmol) in ethanol (30 ml) is added 10% palladium on carbon (0.3 g). The mixture is stirred under an atmosphere of hydrogen for 16 h. The reaction mixture is filtered through a pad of celite and the celite bed is washed with methanol (10 ml). The filtrate thus obtained is concentrated and the crude product is purified by column chromatography (5-10% ethyl acetate/hexane) to afford 4,4-dimethyl-pentan-1-ol and 4,4-dimethyl-pentan-1-a... Reactants: N1CCCCCC1 (Perhydroazepine), TEA, N[C@@H](CC(C)C)C(=O)OCC1=CC=CC=C1 (Leu-OBzl), CC=1C=CC(=CC1)S(=O)(=O)O (TsOH), C1=CN(C=N1)C(=O)N2C=CN=C2 (CDI). The solvent is O (water), C1CCOC1 (THF). Run at time 1 hour. Product: C(C1=CC=CC=C1)OC([C@@H](NC(=O)N1CCCCCC1)CC(C)C)=O (N-[(1-perhydroazepinyl)carbonyl]-L-leucine benzyl ester). RXN SMILES: [NH2:1][C@H:2]([C:7]([O:9][CH2:10][C:11]1[CH:16]=[CH:15][CH:14]=[CH:13][CH:12]=1)=[O:8])[CH2:3][CH:4]([CH3:6])[CH3:5].[CH3:17][C:18]1C=[CH:20][C:21](S(O)(=O)=O)=[CH:22][CH:23]=1.C1N=C[N:30]([C:33](N2C=NC=C2)=[O:34])C=1.N1CCCCCC1>C1COCC1.O>[CH2:10]([O:9][C:7](=[O:8])[C@H:2]([CH2:3][CH:4]([CH3:6])[CH3:5])[NH:1][C:33]([N:30]1[CH2:20][CH2:21][CH2:22][CH2:23][CH2:18][CH2:17]1)=[O:34])[C:11]1[CH:16]=[CH:15][CH:14]=[CH:13][CH:12]=1. Reported procedure: TEA (0.73 ml) was added dropwise to a suspension of Leu-OBzl.TsOH (1.97 g) and CDI (0.85 g) in THF (10 ml) at 0°~5° C. over a period of 5 min and the mixture was stirred at the same temperature for 1 h. Perhydroazepine (0.67 ml) was added and the reaction mixture was stirred at room temperature for 14 h, and poured into water (100 ml). The resulting precipitate was collected by filtration to afford the product (1.75 g). Starting materials: C(CCC)N1C(=O)N(C=2N=CNC2C1=O)CCCC (1,3-dibutylxanthine), BrCCCP(OCC)(=O)OCC (diethyl 3-bromopropanephosphonate). The product is C(CC)N1C(=O)N(C=2N=CN(C2C1=O)CCCP(OCC)(OCC)=O)CCC (Diethyl [3-(1,3-dipropylxanthin-7-yl)propyl]phosphonate). RXN SMILES: [CH2:1]([N:5]1[C:14](=[O:15])[C:13]2[NH:12][CH:11]=[N:10][C:9]=2[N:8]([CH2:16][CH2:17][CH2:18]C)[C:6]1=[O:7])[CH2:2][CH2:3]C.Br[CH2:21][CH2:22][CH2:23][P:24]([O:29][CH2:30][CH3:31])(=[O:28])[O:25][CH2:26][CH3:27]>>[CH2:1]([N:5]1[C:14](=[O:15])[C:13]2[N:12]([CH2:21][CH2:22][CH2:23][P:24](=[O:28])([O:29][CH2:30][CH3:31])[O:25][CH2:26][CH3:27])[CH:11]=[N:10][C:9]=2[N:8]([CH2:16][CH2:17][CH3:18])[C:6]1=[O:7])[CH2:2][CH3:3]. Reported procedure: The title substance was prepared from 1,3-dibutylxanthine and diethyl 3-bromopropanephosphonate analogously to Example 9.